The task is: describe an organic reaction: reactants, conditions, products, and yield. This data is from the Open Reaction Database (ORD), a public repository of structured organic reaction records. The reactants are Cl (hydrochloric acid), O=C1C(=CC(=C2N1CC1=CC=CC=C21)C(=O)OC)C2=CC=CC=C2 (methyl 4,6-dihydro-4-oxo-3-phenylpyrido[2,1-a]isoindole-1-carboxylate). Reagents/catalysts: CCO.CCO.CCO.CCO.[Ti] (tetraethyl orthotitanate). Run in O (water), C(C1=CC=CC=C1)O (benzyl alcohol). Run at time 3 hour. The product is O=C1C(=CC(=C2N1CC1=CC=CC=C21)C(=O)OCC2=CC=CC=C2)C2=CC=CC=C2 (benzyl 4,6-dihydro-4-oxo-3-phenylpyrido[2,1-a]isoindole-1-carboxylate). Yield: 143.5%. RXN SMILES: [O:1]=[C:2]1[N:7]2[CH2:8][C:9]3[C:14]([C:6]2=[C:5]([C:15]([O:17][CH3:18])=[O:16])[CH:4]=[C:3]1[C:19]1[CH:24]=[CH:23][CH:22]=[CH:21][CH:20]=1)=[CH:13][CH:12]=[CH:11][CH:10]=3.Cl>C(O)C1C=CC=CC=1.O.CCO.CCO.CCO.CCO.[Ti]>[O:1]=[C:2]1[N:7]2[CH2:8][C:9]3[C:14]([C:6]2=[C:5]([C:15]([O:17][CH2:18][C:9]2[CH:14]=[CH:13][CH:12]=[CH:11][CH:10]=2)=[O:16])[CH:4]=[C:3]1[C:19]1[CH:24]=[CH:23][CH:22]=[CH:21][CH:20]=1)=[CH:13][CH:12]=[CH:11][CH:10]=3 |f:4.5.6.7.8|. Procedure details: A solution of 1.62 9 of tetraethyl orthotitanate in 71 ml of benzyl alcohol was treated with 4.52 g of methyl 4,6-dihydro-4-oxo-3-phenylpyrido[2,1-a]isoindole-1-carboxylate and stirred at 115°-120° under argon for 3 hours. The reaction mixture was then cooled, stirred with 71 ml of 1N hydrochloric acid for 1 hour, diluted with 350 ml of water and extracted several times with methylene chloride. The organic phases were washed with saturated sodium hydrogen carbonate solution, dried over sodium su...